describe an organic reaction: reactants, conditions, products, and yield From a dataset of the Open Reaction Database (ORD), a public repository of structured organic reaction records. Starting materials: CCOC(C)=O, CC(C)OC(C)C, ClCCl, Cl, CC(C)(C)OC(=O)NC(C)(C)c1ccc(-n2c(-c3cccnc3N)nc3ccc(-c4ccccc4)nc32)cc1. The product is Cl, CC(C)(N)c1ccc(-n2c(-c3cccnc3N)nc3ccc(-c4ccccc4)nc32)cc1. Reaction SMILES: [CH3:51][CH2:52][O:53][C:54](=[O:55])[CH3:56].[CH:41]([O:42][CH:43]([CH3:44])[CH3:45])([CH3:46])[CH3:47].[Cl:48][CH2:49][Cl:50].[ClH:40].[NH2:1][c:2]1[n:3][cH:4][cH:5][cH:6][c:7]1-[c:8]1[n:9][c:10]2[c:11]([n:12][c:13](-[c:16]3[cH:17][cH:18][cH:19][cH:20][cH:21]3)[cH:14][cH:15]2)[n:22]1-[c:23]1[cH:24][cH:25][c:26]([C:29]([CH3:30])([CH3:31])[NH:32][C:33](=[O:34])[O:35][C:36]([CH3:37])([CH3:38])[CH3:39])[cH:27][cH:28]1>>[ClH:40].[NH2:1][c:2]1[n:3][cH:4][cH:5][cH:6][c:7]1-[c:8]1[n:9][c:10]2[c:11]([n:12][c:13](-[c:16]3[cH:17][cH:18][cH:19][cH:20][cH:21]3)[cH:14][cH:15]2)[n:22]1-[c:23]1[cH:24][cH:25][c:26]([C:29]([CH3:30])([CH3:31])[NH2:32])[cH:27][cH:28]1. Procedure details: Chloro(6-phthalimidohexyl)phosphinic acid, ethyl ester and (R)-dihydro-5-amino-4-oxo-2-phenyl-2H-1,3-thiazine-3(4H)-acetic acid, ethyl ester are reacted according to the procedure of Example 1(f) to give (R)-dihydro-5-[[ethoxy(6-phthalimidohexyl)phosphinyl]amino]-4-oxo-2-phenyl-2H-1,3-thiazine-3(4H)-acetic acid, ethyl ester. Product: C(C)OP(=O)(CCCCCCN1C(C=2C(C1=O)=CC=CC2)=O)NC2C(N([C@H](SC2)C2=CC=CC=C2)CC(=O)OCC)=O ((R)-dihydro-5-[[ethoxy(6-phthalimidohexyl)phosphinyl]amino]-4-oxo-2-phenyl-2H-1,3-thiazine-3(4H)-acetic acid, ethyl ester). Starting materials: ClP(OCC)(=O)CCCCCCN1C(C=2C(C1=O)=CC=CC2)=O (Chloro(6-phthalimidohexyl)phosphinic acid, ethyl ester), NC1C(N([C@H](SC1)C1=CC=CC=C1)CC(=O)OCC)=O ((R)-dihydro-5-amino-4-oxo-2-phenyl-2H-1,3-thiazine-3(4H)-acetic acid, ethyl ester). Reaction SMILES: Cl[P:2]([CH2:7][CH2:8][CH2:9][CH2:10][CH2:11][CH2:12][N:13]1[C:17](=[O:18])[C:16]2=[CH:19][CH:20]=[CH:21][CH:22]=[C:15]2[C:14]1=[O:23])(=[O:6])[O:3][CH2:4][CH3:5].[NH2:24][CH:25]1[CH2:30][S:29][C@H:28]([C:31]2[CH:36]=[CH:35][CH:34]=[CH:33][CH:32]=2)[N:27]([CH2:37][C:38]([O:40][CH2:41][CH3:42])=[O:39])[C:26]1=[O:43]>>[CH2:4]([O:3][P:2]([NH:24][CH:25]1[CH2:30][S:29][C@H:28]([C:31]2[CH:36]=[CH:35][CH:34]=[CH:33][CH:32]=2)[N:27]([CH2:37][C:38]([O:40][CH2:41][CH3:42])=[O:39])[C:26]1=[O:43])([CH2:7][CH2:8][CH2:9][CH2:10][CH2:11][CH2:12][N:13]1[C:17](=[O:18])[C:16]2=[CH:19][CH:20]=[CH:21][CH:22]=[C:15]2[C:14]1=[O:23])=[O:6])[CH3:5]. Starting materials: COC(C1=CN=C(C(=C1NC1=C(C=C(C=C1)Br)Cl)Cl)N)=O (6-amino-4-(4-bromo-2-chlorophenylamino)-5-chloro-nicotinic acid methyl ester), ClC(C=O)C=O (2-chloro-malonaldehyde). Conditions: temperature 80 celsius. Yields the product COC(=O)C=1C(=C(C=2N(C1)C(=CN2)C=O)Cl)NC2=C(C=C(C=C2)Br)Cl (7-(4-bromo-2-chlorophenylamino)-8-chloro-3-formylimidazo[1,2-a]pyridine-6-carboxylic acid methyl ester). Reaction SMILES: [CH3:1][O:2][C:3](=[O:21])[C:4]1[C:9]([NH:10][C:11]2[CH:16]=[CH:15][C:14]([Br:17])=[CH:13][C:12]=2[Cl:18])=[C:8]([Cl:19])[C:7]([NH2:20])=[N:6][CH:5]=1.Cl[CH:23]([CH:26]=O)[CH:24]=[O:25]>>[CH3:1][O:2][C:3]([C:4]1[C:9]([NH:10][C:11]2[CH:16]=[CH:15][C:14]([Br:17])=[CH:13][C:12]=2[Cl:18])=[C:8]([Cl:19])[C:7]2[N:6]([C:23]([CH:24]=[O:25])=[CH:26][N:20]=2)[CH:5]=1)=[O:21]. Procedure details: A suspension of 6-amino-4-(4-bromo-2-chlorophenylamino)-5-chloro-nicotinic acid methyl ester (28) (1.06 g, 2.72 mmol) and 2-chloro-malonaldehyde (587 mg, 5.43 mmol) was heated to 80° C. for 45 minutes. The solution was allowed to cool to room temperature, and then washed with saturated aqueous NaHCO3, and brine. The organic layer was dried over NaSO4, filtered, concentrated in vacuo, and purified by column chromatography (20:1 methylene chloride/methanol) to give the desired product as a dark ye... Reactants: ClC1=C(C=CC(=C1)Cl)C(C#N)(CN1N=CN=C1)CC (alpha-(2,4-dichlorophenyl)-alpha-ethyl-1H-1,2,4-triazole-1-propanenitrile), CS(=O)C (dimethyl sulfoxide), O (water), [OH-].[Na+] (sodium hydroxide). Solvent: C(C)(=O)OCC (ethyl acetate), CCCCCC (hexane). Run at temperature 91 celsius. The product is ClC1=C(C=CC(=C1)Cl)C(C(=O)N)(CC)CN1N=CN=C1 (2-(2,4-dichlorophenyl)-2-[(1,2,4-triazol-1-yl)methyl]butyramide). Isolated yield 79.0%. Reaction SMILES: [Cl:1][C:2]1[CH:7]=[C:6]([Cl:8])[CH:5]=[CH:4][C:3]=1[C:9]([CH2:18][CH3:19])([CH2:12][N:13]1[CH:17]=[N:16][CH:15]=[N:14]1)[C:10]#[N:11].CS(C)=[O:22].O.[OH-].[Na+]>C(OCC)(=O)C.CCCCCC>[Cl:1][C:2]1[CH:7]=[C:6]([Cl:8])[CH:5]=[CH:4][C:3]=1[C:9]([CH2:12][N:13]1[CH:17]=[N:16][CH:15]=[N:14]1)([CH2:18][CH3:19])[C:10]([NH2:11])=[O:22] |f:3.4|. Procedure details: To a 1 liter flask was charged 206.5 g (0.7 mole) of alpha-(2,4-dichlorophenyl)-alpha-ethyl-1H-1,2,4-triazole-1-propanenitrile and 500 mL of dimethyl sulfoxide and 200 mL of water. To the stirring solution was added 67.2 g (0.84 moles) of 50% sodium hydroxide. The reaction mixture was heated at 91° C. (steam bath) for 3 hours after which GLC indicated the starting material was consumed. The reaction was cooled to 30° C. then poured into water and extracted with ethyl acetate. After drying, the e... Reactants: O(C1=CC=CC=C1)C=1C=C(C=CC1)CC#N (3-phenoxyphenylacetonitrile), [BH4-].[Na+] (sodium borohydride). Reagents/catalysts: O.O.O.O.O.O.[Co](Cl)Cl (cobalt(II) chloride hexahydrate). The solvent is CO (methanol). Conditions: time 8 hour. Yields the product C1(=CC=CC=C1)OC=1C=C(C=CC1)CCN (2-(3-phenyloxyphenyl)ethanamine). RXN SMILES: [O:1]([C:8]1[CH:9]=[C:10]([CH2:14][C:15]#[N:16])[CH:11]=[CH:12][CH:13]=1)[C:2]1[CH:7]=[CH:6][CH:5]=[CH:4][CH:3]=1.[BH4-].[Na+]>CO.O.O.O.O.O.O.[Co](Cl)Cl>[C:2]1([O:1][C:8]2[CH:9]=[C:10]([CH2:14][CH2:15][NH2:16])[CH:11]=[CH:12][CH:13]=2)[CH:7]=[CH:6][CH:5]=[CH:4][CH:3]=1 |f:1.2,4.5.6.7.8.9.10|. Reported procedure: 1.38 g (6.59 mmol) of 3-phenoxyphenylacetonitrile and 1.57 g (6.59 mmol) of cobalt(II) chloride hexahydrate are dissolved in 25 ml of methanol. The solution is cooled with an iced water bath and 1.74 g (46 mmol) of sodium borohydride are added in portions. The reaction mixture is stirred overnight at ambient temperature. It is filtered on paper and rinsed with twice 25 ml of methanol. The filtrate is concentrated under reduced pressure and the residue is taken up in 50 ml of aqueous hydrochloric... The reactants are N,N′-Carbonyldiimidazole, C(=O)(O)C=1C=C2C(=CNC2=CC1)CC1=C(C=C(C=C1)Cl)Cl (5-carboxy-3-(2,4-dichlorobenzyl)indole), Cl (HCl), C1(=NNCCCCCCCC1)C1=CCCCCCCCCC1 (Diazabicycloundecene), C(CCCC)S(=O)(=O)N (1-pentanesulfonamide). Solvent: CN(C=O)C (N,N-dimethylformamide), O (water). Reaction conditions: time 1 hour. The product is ClC1=C(CC2=CNC3=CC=C(C=C23)C(NS(=O)(=O)CCCCC)=O)C=CC(=C1)Cl (3-(2,4-dichlorobenzyl)-5-(1-pentanesulfonylcarbamoyl)indole). The yield is 42.5%. Reaction SMILES: [C:1]([C:4]1[CH:5]=[C:6]2[C:10](=[CH:11][CH:12]=1)[NH:9][CH:8]=[C:7]2[CH2:13][C:14]1[CH:19]=[CH:18][C:17]([Cl:20])=[CH:16][C:15]=1[Cl:21])([OH:3])=O.C1(C2CCCCCCCCCC=2)CCCCCCCCNN=1.[CH2:44]([S:49]([NH2:52])(=[O:51])=[O:50])[CH2:45][CH2:46][CH2:47][CH3:48].Cl>O.CN(C)C=O>[Cl:21][C:15]1[CH:16]=[C:17]([Cl:20])[CH:18]=[CH:19][C:14]=1[CH2:13][C:7]1[C:6]2[C:10](=[CH:11][CH:12]=[C:4]([C:1](=[O:3])[NH:52][S:49]([CH2:44][CH2:45][CH2:46][CH2:47][CH3:48])(=[O:51])=[O:50])[CH:5]=2)[NH:9][CH:8]=1. Procedure details: N,N′-Carbonyldiimidazole (0.282 g) is added to an N,N-dimethylformamide (4.3 ml) solution of 5-carboxy-3-(2,4-dichlorobenzyl)indole (0.429 g), and stirred at room temperature for 1 hour. Diazabicycloundecene (0.306 g) and 1-pentanesulfonamide (0.304 g) are added thereto, and stirred at 100° C. for 40 hours. The reaction mixture is cooled, and then made acidic with water and 1M HCl added thereto. Then, the gummy residue formed is collected. This is dissolved in ethyl acetate, washed with water, a... Reactants: CC(C)(C)[NH-], CCN1CCOCC1, CCCP(=O)(O)O, CCC(C)C(N)C(=O)O, CC#N, ClCCl, O=C(CN1CCCC1C(=O)O)c1ccc(-c2ccccc2)cc1. Yields the product CCC(C)C(N)C(=O)O. As a reaction SMILES: [C:51]([NH-:52])([CH3:53])([CH3:54])[CH3:55].[CH2:24]([N:25]1[CH2:26][CH2:27][O:28][CH2:29][CH2:30]1)[CH3:31].[CH2:32]([P:33](=[O:34])([OH:35])[OH:36])[CH2:37][CH3:38].[CH3:42][CH2:43][CH:44]([CH3:45])[CH:46]([NH2:47])[C:48]([OH:49])=[O:50].[CH3:56][C:57]#[N:58].[Cl:39][CH2:40][Cl:41].[c:1]1(-[c:2]2[cH:3][cH:4][cH:5][cH:6][cH:7]2)[cH:8][cH:9][c:10]([C:11](=[O:12])[CH2:13][N:14]2[CH2:15][CH2:16][CH2:17][CH:18]2[C:19]([OH:20])=[O:21])[cH:22][cH:23]1>>[CH3:42][CH2:43][CH:44]([CH3:45])[CH:46]([NH2:47])[C:48](=[O:49])[OH:50]. The reactants are CC1=C(C(=CC=C1)C)C(O)C1=CC=C(C=C1)C1OCCO1 ((2,6-dimethylphenyl)[4-(1,3-dioxolan-2-yl)phenyl]methanol), Cl[Si](C)(C)C (chlorotrimethylsilane), [I-].[Na+] (sodium iodide), C(C)#N (acetonitrile). Run in O (water). Reaction conditions: temperature 50 celsius, time 1 hour. Product: CC1=C(CC2=CC=C(C=O)C=C2)C(=CC=C1)C (4-(2,6-dimethylbenzyl)benzaldehyde). Reaction SMILES: [CH3:1][C:2]1[CH:7]=[CH:6][CH:5]=[C:4]([CH3:8])[C:3]=1[CH:9]([C:11]1[CH:16]=[CH:15][C:14]([CH:17]2OCC[O:18]2)=[CH:13][CH:12]=1)O.Cl[Si](C)(C)C.[I-].[Na+].C(#N)C>O>[CH3:1][C:2]1[CH:7]=[CH:6][CH:5]=[C:4]([CH3:8])[C:3]=1[CH2:9][C:11]1[CH:16]=[CH:15][C:14]([CH:17]=[O:18])=[CH:13][CH:12]=1 |f:2.3|. Procedure details: A mixture of (2,6-dimethylphenyl)[4-(1,3-dioxolan-2-yl)phenyl]methanol (7.10 g), chlorotrimethylsilane (10.8 g), sodium iodide (15.0 g) and acetonitrile (50 mL) was stirred at 50° C. for 1 hr. The reaction mixture was poured into water, and the mixture was extracted with ethyl acetate. The ethyl acetate layer was washed successively with 10% aqueous sodium hydrogencarbonate solution and saturated brine, dried over anhydrous magnesium sulfate, and concentrated. The residue was purified by silica ... Yields the product ClC=1C=C(C=CC1O)CC(=O)OC (Methyl 3-Chloro-4-Hydroxyphenylacetate). The reactants are ClC=1C=C(C=CC1O)CC(=O)O (3-chloro-4-hydroxyphenylacetic acid), C1(=CC=C(C=C1)S(=O)(=O)O)C (p-toluenesulfonic acid), CO (methanol). Solvent: CCOCC (ether). Procedure: A mixture of 67 g (0.38 moles) of 3-chloro-4-hydroxyphenylacetic acid, 1.5 g of p-toluenesulfonic acid, and 250 ml of methanol was refluxed overnight, i.e., about 18 hours. The excess methanol was removed by vacuum to give a thick tawny oil. This oil was dissolved in ether, twice washed with water, and dried over anhydrous sodium sulphate. The ethereal solution was filtered, the ether removed and a tawny oil remained. Using as solvent 2.5% v/v methanol in chloroform and a silica gel matrix, thin... As a reaction SMILES: [Cl:1][C:2]1[CH:3]=[C:4]([CH2:9][C:10]([OH:12])=[O:11])[CH:5]=[CH:6][C:7]=1[OH:8].[C:13]1(C)C=CC(S(O)(=O)=O)=CC=1.CO>CCOCC>[Cl:1][C:2]1[CH:3]=[C:4]([CH2:9][C:10]([O:12][CH3:13])=[O:11])[CH:5]=[CH:6][C:7]=1[OH:8]. The reactants are C(C1=CC=CC=C1)Br (benzyl bromide), ClC=1C=C2C(=CC1)N(C(C21CNC(C1)=O)=O)CC(=O)OC(C)(C)C (tert-butyl (5-chloro-2,5′-dioxospiro[indole-3,3′-pyrrolidin]-1(2H)-yl)acetate), intermediate 32, [H-].[Na+] (sodium hydride). Run in C1CCOC1 (THF). Reaction conditions: time 15 minute. The product is C(C1=CC=CC=C1)N1CC2(CC1=O)C(N(C1=CC=C(C=C12)Cl)CC(=O)OC(C)(C)C)=O (tert-butyl [1′-benzyl-5-chloro-2,5′-dioxospiro[indole-3,3′-pyrrolidin]-1(2H)-yl]acetate). RXN SMILES: [Cl:1][C:2]1[CH:3]=[C:4]2[C:10]3([CH2:14][C:13](=[O:15])[NH:12][CH2:11]3)[C:9](=[O:16])[N:8]([CH2:17][C:18]([O:20][C:21]([CH3:24])([CH3:23])[CH3:22])=[O:19])[C:5]2=[CH:6][CH:7]=1.[H-].[Na+].[CH2:27](Br)[C:28]1[CH:33]=[CH:32][CH:31]=[CH:30][CH:29]=1>C1COCC1>[CH2:27]([N:12]1[C:13](=[O:15])[CH2:14][C:10]2([C:4]3[C:5](=[CH:6][CH:7]=[C:2]([Cl:1])[CH:3]=3)[N:8]([CH2:17][C:18]([O:20][C:21]([CH3:24])([CH3:23])[CH3:22])=[O:19])[C:9]2=[O:16])[CH2:11]1)[C:28]1[CH:33]=[CH:32][CH:31]=[CH:30][CH:29]=1 |f:1.2|. Reported procedure: To a solution of tert-butyl (5-chloro-2,5′-dioxospiro[indole-3,3′-pyrrolidin]-1(2H)-yl)acetate, intermediate 32 (175.00 mg; 0.50 mmol) in dry THF (5 mL), sodium hydride (24 mg; 0.60 mmol) was added. The reaction mixture was stirred 15 minutes then benzyl bromide (71.10 μl; 0.60 mmol) was added. After stirring for 10 min, the solvent was evaporated and the residue redissolved in ethyl acetate, washed with water and brine, dried (MgSO4), and removed in vacuo to give a residue which was purified by...